Task: describe an organic reaction: reactants, conditions, products, and yield. Dataset: the Open Reaction Database (ORD), a public repository of structured organic reaction records Reactants: CCOC(=O)Cc1cnc2ccccn12, CO, N. Product: NC(=O)Cc1cnc2ccccn12. RXN SMILES: [CH2:2]([O:4][C:5](=[O:3])[CH2:6][c:7]1[cH:8][n:9][c:10]2[n:11]1[cH:12][cH:13][cH:14][cH:15]2)[CH3:16].[CH3:17][OH:18].[NH3:1]>>[NH2:1][C:5](=[O:4])[CH2:6][c:7]1[cH:8][n:9][c:10]2[n:11]1[cH:12][cH:13][cH:14][cH:15]2. Starting materials: Cl.C1(=CC=CC=C1)C(C)N1C=NC=C1CO (1-(1-phenylethyl)-1H-imidazole-5-methanol monohydrochloride), S(=O)(Cl)Cl (thionyl chloride). Solvent: CC(C)O (2-propanol). Product: Cl.ClCC1=CN=CN1C(C)C1=CC=CC=C1 (5-(chloromethyl)-1-(1-phenylethyl)-1H-imidazole monohydrochloride). Reaction SMILES: [ClH:1].[C:2]1([CH:8]([N:10]2[C:14]([CH2:15]O)=[CH:13][N:12]=[CH:11]2)[CH3:9])[CH:7]=[CH:6][CH:5]=[CH:4][CH:3]=1.S(Cl)([Cl:19])=O>CC(O)C>[ClH:19].[Cl:1][CH2:15][C:14]1[N:10]([CH:8]([C:2]2[CH:7]=[CH:6][CH:5]=[CH:4][CH:3]=2)[CH3:9])[CH:11]=[N:12][CH:13]=1 |f:0.1,4.5|. Reported procedure: 3 Parts of 1-(1-phenylethyl)-1H-imidazole-5-methanol monohydrochloride were added portionwise to 16 parts of thionyl chloride (exothermic reaction with evolution of SO2 /HCl). After the addition was complete, the whole was stirred and refluxed for 30 minutes. After cooling there were added 40 parts of 2-propanol, whereupon a solid was precipitated. It was filtered off and recrystallized from a mixture of 60 parts of 2-propanol and 60 parts of 2,2'-oxybispropane, yielding 1.5 parts of 5-(chlorome... The reactants are C[Si](C)(C)Cl, Nc1ccc2cn[nH]c2c1, CC(C)(CN)CNc1nc(Cl)nc2[nH]ccc12. Product: CC(C)(CN)CNc1nc(Nc2ccc3cn[nH]c3c2)nc2[nH]ccc12. Reaction SMILES: [CH3:28][Si:29]([Cl:30])([CH3:31])[CH3:32].[NH2:18][c:19]1[cH:20][cH:21][c:22]2[cH:23][n:24][nH:25][c:26]2[cH:27]1.[NH2:1][CH2:2][C:3]([CH2:4][NH:5][c:6]1[c:7]2[c:8]([n:9][c:10]([Cl:12])[n:11]1)[nH:13][cH:14][cH:15]2)([CH3:16])[CH3:17]>>[NH2:1][CH2:2][C:3]([CH2:4][NH:5][c:6]1[c:7]2[c:8]([n:9][c:10]([NH:18][c:19]3[cH:20][cH:21][c:22]4[cH:23][n:24][nH:25][c:26]4[cH:27]3)[n:11]1)[nH:13][cH:14][cH:15]2)([CH3:16])[CH3:17]. The reactants are COC(=O)C1=CC=C(C=C1)C1=CC(=C(C(=C1)Cl)C[C@H]1C(N(CC1)[C@@H]1CC[C@H](CC1)OC)=O)Cl (3′,5′-dichloro-4′-[(R)-trans-1-(4-methoxy-cyclohexyl)-2-oxo-pyrrolidin-3-ylmethyl]-biphenyl-4-carboxylic acid methyl ester), [OH-].[Na+] (NaOH). The solvent is CO (MeOH). Conditions: temperature 70 celsius, time 3 hour. Yields the product ClC=1C=C(C=C(C1C[C@H]1C(N(CC1)[C@@H]1CC[C@H](CC1)OC)=O)Cl)C1=CC=C(C=C1)C(=O)O (3′,5′-Dichloro-4′-[(R)-trans-1-(4-methoxy-cyclohexyl)-2-oxo-pyrrolidin-3-ylmethyl]-biphenyl-4-carboxylic acid). As a reaction SMILES: C[O:2][C:3]([C:5]1[CH:10]=[CH:9][C:8]([C:11]2[CH:16]=[C:15]([Cl:17])[C:14]([CH2:18][C@@H:19]3[CH2:23][CH2:22][N:21]([C@H:24]4[CH2:29][CH2:28][C@H:27]([O:30][CH3:31])[CH2:26][CH2:25]4)[C:20]3=[O:32])=[C:13]([Cl:33])[CH:12]=2)=[CH:7][CH:6]=1)=[O:4].[OH-].[Na+]>CO>[Cl:33][C:13]1[CH:12]=[C:11]([C:8]2[CH:7]=[CH:6][C:5]([C:3]([OH:4])=[O:2])=[CH:10][CH:9]=2)[CH:16]=[C:15]([Cl:17])[C:14]=1[CH2:18][C@@H:19]1[CH2:23][CH2:22][N:21]([C@H:24]2[CH2:25][CH2:26][C@H:27]([O:30][CH3:31])[CH2:28][CH2:29]2)[C:20]1=[O:32] |f:1.2|. Reported procedure: Combine 3′,5′-dichloro-4′-[(R)-trans-1-(4-methoxy-cyclohexyl)-2-oxo-pyrrolidin-3-ylmethyl]-biphenyl-4-carboxylic acid methyl ester (1.60 g, 3.3 mmol), MeOH (15 mL) and 1N NaOH solution (15 mL). Stir for 3 hours at 70° C. Concentrate under vacuum and quench with 1N HCl. Filter the white precipitate and rinse the solid with water. Dry under vacuum to recover 1.32 g (86%) of the title compound: MS (m/z): 476 (M+). Starting materials: C=CC(C)(CCC(Cl)C(=C)C)OC(C)=O, BrCCBr, CC(C)CCCC(C)CC[Zn+], CC(C)CCCC(C)CCBr, [Cl-], [Cl-], [Cl-], [Mg], C1CCOC1, [Zn+2]. The product is [Br-], CC(C)CCCC(C)CC[Mg+]. As a reaction SMILES: [C:29]([O:30][C:31]([CH3:32])([CH2:33][CH2:34][CH:35]([Cl:36])[C:37](=[CH2:38])[CH3:39])[CH:40]=[CH2:41])(=[O:42])[CH3:43].[CH2:13]([Br:14])[CH2:15][Br:16].[CH3:18][CH:19]([CH2:20][CH2:21][CH2:22][CH:23]([CH3:24])[CH3:25])[CH2:26][CH2:27][Zn+:28].[CH3:1][CH:2]([CH2:3][CH2:4][Br:5])[CH2:6][CH2:7][CH2:8][CH:9]([CH3:10])[CH3:11].[Cl-:17].[Cl-:44].[Cl-:46].[Mg:12].[O:47]1[CH2:48][CH2:49][CH2:50][CH2:51]1.[Zn+2:45]>>[Br-:5].[CH3:1][CH:2]([CH2:3][CH2:4][Mg+:12])[CH2:6][CH2:7][CH2:8][CH:9]([CH3:10])[CH3:11]. Starting materials: CC(=O)O[BH-](OC(C)=O)OC(C)=O, CC(=O)O, ClCCl, O=Cc1ccc([N+](=O)[O-])cc1, NC1CCCCC1, [Na+], [Na+], [OH-]. Product: O=[N+]([O-])c1ccc(CNC2CCCCC2)cc1. RXN SMILES: [C:1]([O:2][BH-:3]([O:4][C:5](=[O:6])[CH3:7])[O:8][C:9](=[O:10])[CH3:11])(=[O:12])[CH3:13].[CH3:38][C:39](=[O:40])[OH:41].[Cl:35][CH2:36][Cl:37].[N+:15](=[O:16])([O-:17])[c:18]1[cH:19][cH:20][c:21]([CH:22]=[O:23])[cH:24][cH:25]1.[NH2:26][CH:27]1[CH2:28][CH2:29][CH2:30][CH2:31][CH2:32]1.[Na+:14].[Na+:34].[OH-:33]>>[N+:15](=[O:16])([O-:17])[c:18]1[cH:19][cH:20][c:21]([CH2:22][NH:26][CH:27]2[CH2:28][CH2:29][CH2:30][CH2:31][CH2:32]2)[cH:24][cH:25]1.